This data is from the Open Reaction Database (ORD), a public repository of structured organic reaction records. The task is: describe an organic reaction: reactants, conditions, products, and yield Reactants: C, CCO, C[N-]CC(=O)C1CN(C(c2ccccc2)c2ccccc2)C1, Cl, [Pd]. Yields the product Cl, C[N-]CC(=O)C1CNC1. Reaction SMILES: [C:27].[CH3:24][CH2:25][OH:26].[CH:1]([c:2]1[cH:3][cH:4][cH:5][cH:6][cH:7]1)([c:8]1[cH:9][cH:10][cH:11][cH:12][cH:13]1)[N:14]1[CH2:15][CH:16]([C:18](=[O:19])[CH2:20][N-:21][CH3:22])[CH2:17]1.[ClH:23].[Pd:28]>>[ClH:23].[NH:14]1[CH2:15][CH:16]([C:18](=[O:19])[CH2:20][N-:21][CH3:22])[CH2:17]1. Reactants: CC#CN(CC)CC, COc1cc(CC(=O)O)cc(OC)c1OC, COc1cc2c(cc1OC)C(=Cc1cc(OC)c(OC)c(OC)c1)NCC2, c1ccccc1, c1ccncc1. The product is COc1cc2c(cc1OC)C(=Cc1cc(OC)c(OC)c(OC)c1)N(C(=O)Cc1cc(OC)c(OC)c(OC)c1)CC2. Reaction SMILES: [CH2:23]([N:24]([CH2:25][CH3:26])[C:27]#[C:28][CH3:29])[CH3:30].[CH3:1][O:2][c:3]1[cH:4][c:5]([CH2:13][C:14](=[O:15])[OH:16])[cH:6][c:7]([O:11][CH3:12])[c:8]1[O:9][CH3:10].[CH3:31][O:32][c:33]1[cH:34][c:35]2[c:40]([cH:41][c:42]1[O:43][CH3:44])[C:39](=[CH:45][c:46]1[cH:47][c:48]([O:56][CH3:57])[c:49]([O:54][CH3:55])[c:50]([O:52][CH3:53])[cH:51]1)[NH:38][CH2:37][CH2:36]2.[cH:17]1[cH:18][cH:19][cH:20][cH:21][cH:22]1.[cH:58]1[cH:59][cH:60][n:61][cH:62][cH:63]1>>[CH3:1][O:2][c:3]1[cH:4][c:5]([CH2:13][C:14](=[O:16])[N:38]2[CH2:37][CH2:36][c:35]3[cH:34][c:33]([O:32][CH3:31])[c:42]([O:43][CH3:44])[cH:41][c:40]3[C:39]2=[CH:45][c:46]2[cH:47][c:48]([O:56][CH3:57])[c:49]([O:54][CH3:55])[c:50]([O:52][CH3:53])[cH:51]2)[cH:6][c:7]([O:11][CH3:12])[c:8]1[O:9][CH3:10]. Reaction SMILES: [BH4-:28].[CH2:1]([c:2]1[cH:3][cH:4][cH:5][cH:6][cH:7]1)[CH:8]([CH:9]([OH:10])[C:11](=[O:12])[CH:13]1[CH2:14][CH2:15]1)[NH:16][C:17]([O:18][C:19]([CH3:20])([CH3:21])[CH3:22])=[O:23].[CH2:30]([Cl:31])[Cl:32].[CH3:24][C:25](=[O:26])[OH:27].[Na+:29]>>[CH2:1]([c:2]1[cH:3][cH:4][cH:5][cH:6][cH:7]1)[CH:8]([CH:9]([OH:10])[CH:11]([OH:12])[CH:13]1[CH2:14][CH2:15]1)[NH:16][C:17]([O:18][C:19]([CH3:20])([CH3:21])[CH3:22])=[O:23]. Product: CC(C)(C)OC(=O)NC(Cc1ccccc1)C(O)C(O)C1CC1. Reactants: [BH4-], CC(C)(C)OC(=O)NC(Cc1ccccc1)C(O)C(=O)C1CC1, ClCCl, CC(=O)O, [Na+]. Reactants: CCCCN1CCN(c2cc(C=NO)ccc2C2CCC(C(C)(C)C)CC2)CC1, C1CCOC1, O=S(=O)(Cl)c1ccccc1, c1ccncc1. The product is CCCCN1CCN(c2cc(C#N)ccc2C2CCC(C(C)(C)C)CC2)CC1. As a reaction SMILES: [C:1]([CH3:2])([CH3:3])([CH3:4])[CH:5]1[CH2:6][CH2:7][CH:8]([c:11]2[c:12]([N:20]3[CH2:21][CH2:22][N:23]([CH2:26][CH2:27][CH2:28][CH3:29])[CH2:24][CH2:25]3)[cH:13][c:14]([CH:15]=[N:16][OH:17])[cH:18][cH:19]2)[CH2:9][CH2:10]1.[O:46]1[CH2:47][CH2:48][CH2:49][CH2:50]1.[c:30]1([S:31]([Cl:32])(=[O:33])=[O:34])[cH:35][cH:36][cH:37][cH:38][cH:39]1.[cH:40]1[cH:41][cH:42][n:43][cH:44][cH:45]1>>[C:1]([CH3:2])([CH3:3])([CH3:4])[CH:5]1[CH2:6][CH2:7][CH:8]([c:11]2[c:12]([N:20]3[CH2:21][CH2:22][N:23]([CH2:26][CH2:27][CH2:28][CH3:29])[CH2:24][CH2:25]3)[cH:13][c:14]([C:15]#[N:16])[cH:18][cH:19]2)[CH2:9][CH2:10]1. The reactants are C(C)OC(=O)C1=NC2=CC=CC=C2N=C1 (ethyl-2-quinoxalate), C1(CC1)C(=O)C (cyclopropylmethyl ketone), C[O-].[Na+] (sodium methoxide). Run in C1=CC=CC=C1 (benzene). The product is C1(CC1)C(CC(=O)C1=NC2=CC=CC=C2N=C1)=O (1-Cyclopropyl-3-(2-quinoxalinyl)-1,3-propanedione). As a reaction SMILES: C(O[C:4]([C:6]1[CH:15]=[N:14][C:13]2[C:8](=[CH:9][CH:10]=[CH:11][CH:12]=2)[N:7]=1)=[O:5])C.[CH:16]1([C:19]([CH3:21])=[O:20])[CH2:18][CH2:17]1.C[O-].[Na+]>C1C=CC=CC=1>[CH:16]1([C:19](=[O:20])[CH2:21][C:4]([C:6]2[CH:15]=[N:14][C:13]3[C:8](=[CH:9][CH:10]=[CH:11][CH:12]=3)[N:7]=2)=[O:5])[CH2:18][CH2:17]1 |f:2.3|. Procedure: A mixture of 3.0 g. of ethyl-2-quinoxalate, 1.7 g. of cyclopropylmethyl ketone and 0.9 g. of sodium methoxide in 100 ml. of benzene is heated under reflux for 4 hours. The mixture is diluted with 100 ml. of water and the benzene phase is separated. The aqueous solution is made weakly acidic with dilute hydrochloric acid and extracted with chloroform. The chloroform solution is dried over magnesium sulfate and concentrated under reduced pressure to yield straw-colored crystals, which are recrysta... Reactants: C(C1=CC=CC=C1)N(C(CN1C2=CC=CC=C2SC=2C=CC(=CC12)Cl)=O)C (N-Benzyl-2-(2-chlorophenothiazin-10-yl)-N-methylacetamide). Run in C1CCOC1 (THF), C1CCOC1 (THF), Cl (HCl), CO (methanol). Conditions: time 30 minute. Yields the product C(C1=CC=CC=C1)N(C)CCN1C2=CC=CC=C2SC=2C=CC(=CC12)Cl (benzyl-[2-(2-chlorophenothiazin-10-yl)-ethyl]methyl amine). Isolated yield 118.3%. As a reaction SMILES: [CH2:1]([N:8]([CH3:27])[C:9](=O)[CH2:10][N:11]1[C:24]2[CH:23]=[C:22]([Cl:25])[CH:21]=[CH:20][C:19]=2[S:18][C:17]2[C:12]1=[CH:13][CH:14]=[CH:15][CH:16]=2)[C:2]1[CH:7]=[CH:6][CH:5]=[CH:4][CH:3]=1>C1COCC1.Cl.CO>[CH2:1]([N:8]([CH2:9][CH2:10][N:11]1[C:24]2[CH:23]=[C:22]([Cl:25])[CH:21]=[CH:20][C:19]=2[S:18][C:17]2[C:12]1=[CH:13][CH:14]=[CH:15][CH:16]=2)[CH3:27])[C:2]1[CH:3]=[CH:4][CH:5]=[CH:6][CH:7]=1. Procedure details: N-Benzyl-2-(2-chlorophenothiazin-10-yl)-N-methylacetamide (140 mg, 0.355 mmol) was dissolved in THF (5 mL). A solution of borane• THF complex in THF (1.0 M, 5 mL, 5 mmol) was added, and the solution heated to reflux for 4 h. The mixture was carefully diluted with saturated HCl in methanol and stirred for 30 min. The solvent was removed under vacuum, and the residue dissolved in ethyl acetate and aqueous sodium hydroxide (1 N). The layers were separated and the aqueous layer extracted with ethyl ... RXN SMILES: [Cl:1][C:2]1[CH:7]=[CH:6][C:5]([CH:8]([C@@H:12]([CH3:17])[C:13]([F:16])([F:15])[F:14])[C:9](O)=[O:10])=[C:4]([F:18])[CH:3]=1.CN(C=O)C.C(Cl)(=O)C([Cl:27])=O>ClCCl>[Cl:1][C:2]1[CH:7]=[CH:6][C:5]([CH:8]([C@@H:12]([CH3:17])[C:13]([F:16])([F:15])[F:14])[C:9]([Cl:27])=[O:10])=[C:4]([F:18])[CH:3]=1. Reactants: CN(C)C=O (DMF), ClC1=CC(=C(C=C1)C(C(=O)O)[C@H](C(F)(F)F)C)F ((3R)-2-(4-chloro-2-fluorophenyl)-4,4,4-trifluoro-3-methylbutanoic acid), C(C(=O)Cl)(=O)Cl (oxalyl chloride). Run at time 1 hour. Run in ClCCl (dichloromethane). Product: ClC1=CC(=C(C=C1)C(C(=O)Cl)[C@H](C(F)(F)F)C)F ((3R)-2-(4-Chloro-2-fluorophenyl)-4,4,4-trifluoro-3-methylbutanoyl chloride). Reported procedure: 660 mg (2.32 mmol) of (3R)-2-(4-chloro-2-fluorophenyl)-4,4,4-trifluoro-3-methylbutanoic acid (diastereomer mixture) were dissolved in 2 ml of dichloromethane. After addition of a small drop of DMF, the reaction solution was cooled to from −5° C. to 0° C., and 0.4 ml (4.64 mmol) of oxalyl chloride was added dropwise. Cooling was removed and the reaction mixture was stirred at RT for 1 h until the evolution of gas had ceased. The mixture was then concentrated under reduced pressure. The residue wa...